Dataset: the Open Reaction Database (ORD), a public repository of structured organic reaction records. Task: describe an organic reaction: reactants, conditions, products, and yield The reactants are O (Water), OC=1C=C(C(=O)NC2=NN(C=C2)C)C=C(C1)O[C@@H](CC)CO (3-hydroxy-5-{[(1S)-1-(hydroxymethyl)propyl]oxy}-N-(1-methyl-1H-pyrazol-3-yl)benzamide), [Si](C)(C)(C(C)(C)C)OCCN(C(C1=C(C(=C(C=C1)F)Cl)F)=O)C (N-(2-{[tert-butyl(dimethyl)silyl]oxy}ethyl)-3-chloro-2,4-difluoro-N-methylbenzamide), C([O-])([O-])=O.[K+].[K+] (potassium carbonate). Run in CC(=O)N(C)C (DMA). Yields the product ClC1=C(C=CC=2C(N(C(OC21)C)C)=O)OC=2C=C(C(=O)NC1=NN(C=C1)C)C=C(C2)O[C@@H](CC)CO (3-[(8-Chloro-2,3-dimethyl-4-oxo-3,4-dihydro-2H-1,3-benzoxazin-7-yl)oxy]-5-{[(1S)-1-(hydroxymethyl)propyl]oxy}-N-(1-methyl-1H-pyrazol-3-yl)benzamide). Yield: 159.5%. As a reaction SMILES: [OH:1][C:2]1[CH:3]=[C:4]([CH:14]=[C:15]([O:17][C@H:18]([CH2:21][OH:22])[CH2:19][CH3:20])[CH:16]=1)[C:5]([NH:7][C:8]1[CH:12]=[CH:11][N:10]([CH3:13])[N:9]=1)=[O:6].[Si](O[CH2:31][CH2:32][N:33]([CH3:45])[C:34](=[O:44])[C:35]1[CH:40]=[CH:39][C:38](F)=[C:37]([Cl:42])[C:36]=1F)(C(C)(C)C)(C)C.C(=O)([O-])[O-:47].[K+].[K+].O>CC(N(C)C)=O>[Cl:42][C:37]1[C:36]2[O:47][CH:32]([CH3:31])[N:33]([CH3:45])[C:34](=[O:44])[C:35]=2[CH:40]=[CH:39][C:38]=1[O:1][C:2]1[CH:3]=[C:4]([CH:14]=[C:15]([O:17][C@H:18]([CH2:21][OH:22])[CH2:19][CH3:20])[CH:16]=1)[C:5]([NH:7][C:8]1[CH:12]=[CH:11][N:10]([CH3:13])[N:9]=1)=[O:6] |f:2.3.4|. Procedure details: A solution of 3-hydroxy-5-{[(1S)-1-(hydroxymethyl)propyl]oxy}-N-(1-methyl-1H-pyrazol-3-yl)benzamide (200 mg, 0.66 mmol), N-(2-{[tert-butyl(dimethyl)silyl]oxy}ethyl)-3-chloro-2,4-difluoro-N-methylbenzamide (239 mg, 0.66 mmol) and potassium carbonate (181 mg, 1.31 mmol) in DMA (3 mL) was heated in a microwave reactor at 160° C. for 6 hours. Water (20 mL) was added and the reaction mixture extracted with ethyl acetate. The organic layer was washed with brine (20 mL), dried (MgSO4) and evaporated to...